From a dataset of the Open Reaction Database (ORD), a public repository of structured organic reaction records. describe an organic reaction: reactants, conditions, products, and yield Reactants: NC1=C(C#N)C=C(C=C1)OCC1=CC(=CC(=C1)F)F (2-amino-5-[(3,5-difluorobenzyl)oxy]benzonitrile), [Sn](Cl)Cl (tin(II) chloride), N(=O)[O-].[Na+] (sodium nitrite). The solvent is O (water), [OH-].[Na+] (NaOH), Cl (hydrochloric acid), Cl (hydrochloric acid), O (water). Reaction conditions: time 2 hour. Product: FC=1C=C(COC=2C=C3C(=NNC3=CC2)N)C=C(C1)F (5-[(3,5-difluorobenzyl)oxy]-1H-indazol-3-amine). Yield: 76.4%. As a reaction SMILES: [N:1]([O-])=O.[Na+].[NH2:5][C:6]1[CH:13]=[CH:12][C:11]([O:14][CH2:15][C:16]2[CH:21]=[C:20]([F:22])[CH:19]=[C:18]([F:23])[CH:17]=2)=[CH:10][C:7]=1[C:8]#[N:9].[Sn](Cl)Cl>O.Cl.[OH-].[Na+]>[F:23][C:18]1[CH:17]=[C:16]([CH:21]=[C:20]([F:22])[CH:19]=1)[CH2:15][O:14][C:11]1[CH:10]=[C:7]2[C:6](=[CH:13][CH:12]=1)[NH:5][N:9]=[C:8]2[NH2:1] |f:0.1,6.7|. Reported procedure: A solution of sodium nitrite (13 gr, 190 mmol) in water (15 mL) was added dropwise to a cooled (0° C.) mixture of 2-amino-5-[(3,5-difluorobenzyl)oxy]benzonitrile (42.9 g, 165 mmol) in 37% hydrochloric acid (340 mL). After 2 hours, the resulting reaction mixture was added over a period of 1 hour to a previously prepared cooled suspension of tin(II) chloride (250 gr, 1.32 mol) in 37% hydrochloric acid (286 mL) trying to keep the temperature below 10° C. After 1 hour, the resulting reaction mixture... The reactants are O[C@](CC(=O)OCC)(C=1N=CN(C1)C(C1=CC=CC=C1)(C1=CC=CC=C1)C1=CC=CC=C1)C1=CC2=CC=C(C=C2C=C1)C(=O)NC (ethyl (3S)3-hydroxy-3-{6-[(methylamino)carbonyl]-2-naphthyl}-3-(1-trityl-1H-imidazol-4-yl)propanoate), [BH4-].[Na+] (sodium borohydride), Cl (hydrochloric acid), [Cl-].[Ca+2].[Cl-] (calcium chloride). Solvent: C1CCOC1 (THF), C(C)O (ethanol), C(C)(=O)OCC (ethyl acetate), O (water). Run at time 30 minute. Product: O[C@](CCO)(C=1N=CN(C1)C(C1=CC=CC=C1)(C1=CC=CC=C1)C1=CC=CC=C1)C=1C=C2C=CC(=CC2=CC1)C(=O)NC (6-[(1S)-1,3-dihydroxy-1-(1-trityl-1H-imidazol-4-yl)propyl]-N-methyl-2-naphthamide). Yield: 89.3%. Reaction SMILES: [OH:1][C@@:2]([C:33]1[CH:42]=[CH:41][C:40]2[C:35](=[CH:36][CH:37]=[C:38]([C:43]([NH:45][CH3:46])=[O:44])[CH:39]=2)[CH:34]=1)([C:9]1[N:10]=[CH:11][N:12]([C:14]([C:27]2[CH:32]=[CH:31][CH:30]=[CH:29][CH:28]=2)([C:21]2[CH:26]=[CH:25][CH:24]=[CH:23][CH:22]=2)[C:15]2[CH:20]=[CH:19][CH:18]=[CH:17][CH:16]=2)[CH:13]=1)[CH2:3][C:4](OCC)=[O:5].[BH4-].[Na+].[Cl-].[Ca+2].[Cl-].Cl>C(OCC)(=O)C.O.C(O)C.C1COCC1>[OH:1][C@@:2]([C:33]1[CH:34]=[C:35]2[C:40](=[CH:41][CH:42]=1)[CH:39]=[C:38]([C:43]([NH:45][CH3:46])=[O:44])[CH:37]=[CH:36]2)([C:9]1[N:10]=[CH:11][N:12]([C:14]([C:21]2[CH:26]=[CH:25][CH:24]=[CH:23][CH:22]=2)([C:27]2[CH:28]=[CH:29][CH:30]=[CH:31][CH:32]=2)[C:15]2[CH:20]=[CH:19][CH:18]=[CH:17][CH:16]=2)[CH:13]=1)[CH2:3][CH2:4][OH:5] |f:1.2,3.4.5|. Procedure details: 13 mL of THF was added to 1.3 g (2.13 mmol) of ethyl (3S)3-hydroxy-3-{6-[(methylamino)carbonyl]-2-naphthyl}-3-(1-trityl-1H-imidazol-4-yl)propanoate, and 0.645 g (17.1 mmol, 8 eq) of sodium borohydride was added. 0.95 g (8.53 mmol, 4 eq) of calcium chloride was added at 2° C. 13 mL of ethanol was added dropwise at 2° C. over 15 minutes. The mixture was stirred at 3˜4° C. for 30 minutes, and at 40˜43° C. for 4 hours. 56 mL of water was added dropwise. 17.1 mL of 1N hydrochloric acid was added drop... Starting materials: C(C)(C)(C)C=1OC(=NN1)C1=NN(C(=C1CC#C[Si](C)(C)C)C1=CC=C(C=C1)Cl)C1=C(C=C(C=C1)Cl)Cl (2-tert-butyl-5-(5-(4-chlorophenyl)-1-(2,4-dichlorophenyl)-4-(3-(trimethylsilyl)prop-2-ynyl)-1H-pyrazol-3-yl)-1,3,4-oxadiazole), [F-].C(CCC)[N+](CCCC)(CCCC)CCCC (tetrabutylammonium fluoride). Solvent: CCOCC (ether), O (water), O1CCCC1 (tetrahydrofuran). Conditions: time 10 minute. Yields the product C(C)(C)(C)C=1OC(=NN1)C1=NN(C(=C1C=C=C)C1=CC=C(C=C1)Cl)C1=C(C=C(C=C1)Cl)Cl (2-tert-butyl-5-(5-(4-chlorophenyl)-1-(2,4-dichlorophenyl)-4-(propa-1,2-dienyl)-1H-pyrazol-3-yl)-1,3,4-oxadiazole), solid. The yield is 34.0%. Reaction SMILES: [C:1]([C:5]1[O:6][C:7]([C:10]2[C:14]([CH2:15][C:16]#[C:17][Si](C)(C)C)=[C:13]([C:22]3[CH:27]=[CH:26][C:25]([Cl:28])=[CH:24][CH:23]=3)[N:12]([C:29]3[CH:34]=[CH:33][C:32]([Cl:35])=[CH:31][C:30]=3[Cl:36])[N:11]=2)=[N:8][N:9]=1)([CH3:4])([CH3:3])[CH3:2].[F-].C([N+](CCCC)(CCCC)CCCC)CCC>O1CCCC1.CCOCC.O>[C:1]([C:5]1[O:6][C:7]([C:10]2[C:14]([CH:15]=[C:16]=[CH2:17])=[C:13]([C:22]3[CH:27]=[CH:26][C:25]([Cl:28])=[CH:24][CH:23]=3)[N:12]([C:29]3[CH:34]=[CH:33][C:32]([Cl:35])=[CH:31][C:30]=3[Cl:36])[N:11]=2)=[N:8][N:9]=1)([CH3:4])([CH3:2])[CH3:3] |f:1.2|. Reported procedure: To a solution of 2-tert-butyl-5-(5-(4-chlorophenyl)-1-(2,4-dichlorophenyl)-4-(3-(trimethylsilyl)prop-2-ynyl)-1H-pyrazol-3-yl)-1,3,4-oxadiazole (300 mg, 0.46 mmol) in tetrahydrofuran (5 ml) at 0° C. was added tetrabutylammonium fluoride (0.7 ml, 1.0 M in tetrahydrofuran, 0.7 mmol). After reaction mixture was warmed up to room temperature, it was stirred for 10 minutes. After the resulting solution was diluted with ether (20 ml), water was added (10 ml). Organic layer was separated with ethyl acet...